describe an organic reaction: reactants, conditions, products, and yield From a dataset of the Open Reaction Database (ORD), a public repository of structured organic reaction records. RXN SMILES: [C:1]([c:2]1[cH:3][cH:4][cH:5][cH:6][cH:7]1)(=[O:8])[O:9][C:10](=[O:11])[CH:12]([OH:13])[CH:14]([OH:15])[C:16](=[O:17])[O:18][C:19](=[O:20])[c:21]1[cH:22][cH:23][cH:24][cH:25][cH:26]1.[C:27](=[O:28])([O-:29])[OH:30].[CH3:32][OH:33].[K+:31].[OH2:34]>>[C:1]([c:2]1[cH:3][cH:4][cH:5][cH:6][cH:7]1)(=[O:8])[O:9][C:10](=[O:11])[CH:12]([OH:13])[CH:14]([OH:15])[C:16](=[O:17])[O-:18].[K+:31]. Yields the product O=C(OC(=O)C(O)C(O)C(=O)[O-])c1ccccc1, [K+]. The reactants are O=C(OC(=O)C(O)C(O)C(=O)OC(=O)c1ccccc1)c1ccccc1, O=C([O-])O, CO, [K+], O. The reagents and catalysts are [Pd] (palladium on charcoal). Yields the product C(C)OC(CCC1=NC=C(C=C1)N)=O (3-(5-Amino-pyrid-2-yl)propanoic acid ethyl ester). Reaction conditions: time 7 hour. Reactants: C(C)OC(C=CC1=NC=C(C=C1)[N+](=O)[O-])=O (3-(5-nitro-pyrid-2-yl)propenoic acid ethyl ester). The yield is 100.1%. Procedure: A mixture of 3-(5-nitro-pyrid-2-yl)propenoic acid ethyl ester [0.8 g Reference Example 5(a)], ethanol (30 ml) and 5% palladium on charcoal (0.13 g) was stirred at ambient temperature under an atmosphere of hydrogen for 7 hours, left to stand over night and then stirred for a further 24 hours. The reaction mixture was filtered through a short pad of diatomaceous earth. The filtrate was evaporated to give the title compound (0.7 g) as a green oil. Reaction SMILES: [CH2:1]([O:3][C:4](=[O:16])[CH:5]=[CH:6][C:7]1[CH:12]=[CH:11][C:10]([N+:13]([O-])=O)=[CH:9][N:8]=1)[CH3:2]>[Pd].C(O)C>[CH2:1]([O:3][C:4](=[O:16])[CH2:5][CH2:6][C:7]1[CH:12]=[CH:11][C:10]([NH2:13])=[CH:9][N:8]=1)[CH3:2]. Run in C(C)O (ethanol). The reactants are FC1=C(C(=O)NC=2C(=NNC2)C2=NC3=C(N2)C=CC(=C3)O)C(=CC=C1)F (2,6-difluoro-N-[3-(5-hydroxy-1H-benzimidazol-2-yl)-1H-pyrazol-4-yl]-benzamide), C=O (formaldehyde), CN1CCNCC1 (N-methylpiperazine). Run in C1=CC=CC=C1 (benzene). Reaction conditions: temperature 100 celsius, time 10 minute. The product is FC1=C(C(=O)NC=2C(=NNC2)C2=NC3=C(N2)C=CC(=C3CN3CCN(CC3)C)O)C(=CC=C1)F (2,6-difluoro-N-{3-[5-hydroxy-4-(4-methyl-piperazin-1-ylmethyl)-1H-benzimidazol-2-yl]-1H-pyrazol-4-yl}-benzamide). RXN SMILES: [F:1][C:2]1[CH:25]=[CH:24][CH:23]=[C:22]([F:26])[C:3]=1[C:4]([NH:6][C:7]1[C:8]([C:12]2[NH:16][C:15]3[CH:17]=[CH:18][C:19]([OH:21])=[CH:20][C:14]=3[N:13]=2)=[N:9][NH:10][CH:11]=1)=[O:5].[CH2:27]=O.[CH3:29][N:30]1[CH2:35][CH2:34][NH:33][CH2:32][CH2:31]1>C1C=CC=CC=1>[F:1][C:2]1[CH:25]=[CH:24][CH:23]=[C:22]([F:26])[C:3]=1[C:4]([NH:6][C:7]1[C:8]([C:12]2[NH:16][C:15]3[CH:17]=[CH:18][C:19]([OH:21])=[C:20]([CH2:29][N:30]4[CH2:35][CH2:34][N:33]([CH3:27])[CH2:32][CH2:31]4)[C:14]=3[N:13]=2)=[N:9][NH:10][CH:11]=1)=[O:5]. Procedure: A mixture of 2,6-difluoro-N-[3-(5-hydroxy-1H-benzimidazol-2-yl)-1H-pyrazol-4-yl]-benzamide (50 mg), 37% aqueous formaldehyde (1 ml) and N-methylpiperazine (150 μL) in benzene (1 ml) was heated in a microwave at 100° C. and 50 W for 10 minutes, reduced in vacuo and submitted to preparative LC/MS for purification to give 2,6-difluoro-N-{3-[5-hydroxy-4-(4-methyl-piperazin-1-ylmethyl)-1H-benzimidazol-2-yl]-1H-pyrazol-4-yl}-benzamide (7 mg) as a yellow solid. (LC/MS: Rt 1.98, [M+H]+ 468.19). Reactants: BrC=1C=C2C=CC(=NC2=CC1)CN1CCCC1 (6-bromo-2-pyrrolidin-1-ylmethyl-quinoline), [OH-].[Na+] (NaOH). The solvent is C(C)(=O)O (acetic acid). Run at time 7 hour. The product is BrC=1C=C2CCC(NC2=CC1)CN1CCCC1 (6-bromo-2-pyrrolidin-1-ylmethyl-1,2,3,4-tetrahydro-quinoline). Reaction SMILES: [Br:1][C:2]1[CH:3]=[C:4]2[C:9](=[CH:10][CH:11]=1)[N:8]=[C:7]([CH2:12][N:13]1[CH2:17][CH2:16][CH2:15][CH2:14]1)[CH:6]=[CH:5]2.[OH-].[Na+]>C(O)(=O)C>[Br:1][C:2]1[CH:3]=[C:4]2[C:9](=[CH:10][CH:11]=1)[NH:8][CH:7]([CH2:12][N:13]1[CH2:17][CH2:16][CH2:15][CH2:14]1)[CH2:6][CH2:5]2 |f:1.2|. Procedure: Under an argon atmosphere 0.69 mL (6.87 mmol) borane-pyridine complex are added to a solution of 500 mg (1.72 mmol) 6-bromo-2-pyrrolidin-1-ylmethyl-quinoline (see 3.45b) in 10 mL acetic acid at RT. The mixture is stirred for 7 h at RT, again combined with 0.35 mL (3.46 mmol) borane-pyridine complex and stirred for another hour at RT. It is cooled to 0° C. and the solution is made basic with 8% NaOH solution. The aqueous phase is extracted with EtOAc and the solvent is eliminated i.vac. The resid... The reactants are CCOC(=O)C (EtOAc), CC(=O)OI1(C=2C=CC=CC2C(=O)O1)(OC(=O)C)OC(=O)C (Dess-Martin periodinane), N1=C(C=CC2=CC=CC=C12)N1CC(C1)OC=1C(=NC=CN1)N1CCC(CC1)O (1-(3-((1-(quinolin-2-yl)azetidin-3-yl)oxy)pyrazin-2-yl)piperidin-4-ol). Run in petroleum ether, C(Cl)Cl (CH2Cl2). The product is N1=C(C=CC2=CC=CC=C12)N1CC(C1)OC=1C(=NC=CN1)N1CCC(CC1)=O (1-(3-((1-(quinolin-2-yl)azetidin-3-yl)oxy)pyrazin-2-yl)piperidin-4-one). Yield: 80.0%. Reaction SMILES: [N:1]1[C:10]2[C:5](=[CH:6][CH:7]=[CH:8][CH:9]=2)[CH:4]=[CH:3][C:2]=1[N:11]1[CH2:14][CH:13]([O:15][C:16]2[C:17]([N:22]3[CH2:27][CH2:26][CH:25]([OH:28])[CH2:24][CH2:23]3)=[N:18][CH:19]=[CH:20][N:21]=2)[CH2:12]1.CC(OI1(OC(C)=O)(OC(C)=O)OC(=O)C2C=CC=CC1=2)=O.CCOC(C)=O>C(Cl)Cl>[N:1]1[C:10]2[C:5](=[CH:6][CH:7]=[CH:8][CH:9]=2)[CH:4]=[CH:3][C:2]=1[N:11]1[CH2:14][CH:13]([O:15][C:16]2[C:17]([N:22]3[CH2:27][CH2:26][C:25](=[O:28])[CH2:24][CH2:23]3)=[N:18][CH:19]=[CH:20][N:21]=2)[CH2:12]1. Procedure: 1-(3-((1-(quinolin-2-yl)azetidin-3-yl)oxy)pyrazin-2-yl)piperidin-4-ol (see EXAMPLE 1.1; 94 mg, 0.25 mmol) was dissolved in anhydrous CH2Cl2 (10 mL), treated with Dess-Martin periodinane (DMP) (195 mg, 0.50 mmol, 2.0 equiv) and stirred at room temperature until complete conversion. The organic layer was washed with an aqueous solution of NaHCO3/Na2S2O3 (3×10 mL)), dried over Na2SO4, filtered and evaporated. The resulting residue was purified by flash chromatography (20% to 40% EtOAc in petroleum ...